Dataset: the Open Reaction Database (ORD), a public repository of structured organic reaction records. Task: describe an organic reaction: reactants, conditions, products, and yield Starting materials: c1(cccnc1)C(C)O, c1(ccccc1)[Si]C, c1(c(cccc1)F)[N+](=O)[O-]. Reagents/catalysts: c1ccc(cc1)-c2c3ccccc3cc4ccccc24 (9-Phenylanthracene), CC(C)(C)N=P(N=P(N(C)C)(N(C)C)N(C)C)(N=P(N(C)C)(N(C)C)N(C)C)N=P(N(C)C)(N(C)C)N(C)C (P4-t-Bu). Solvent: C1COCCO1 (Dioxane). Conditions: temperature 20 celsius, time 18 hour. Product: CC(Oc1ccccc1[N+](=O)[O-])c2cccnc2. As a reaction SMILES: [O-:1][N+:2]([c:4]1[c:9](F)[cH:8][cH:7][cH:6][cH:5]1)=[O:3].[CH3:10][CH:11]([c:13]1[cH:18][n:17][cH:16][cH:15][cH:14]1)[OH:12].C[SiH2]c1ccccc1>>[CH3:10][CH:11]([c:13]1[cH:18][n:17][cH:16][cH:15][cH:14]1)[O:12][c:9]2[c:4]([N+:2]([O-:1])=[O:3])[cH:5][cH:6][cH:7][cH:8]2. Reactants: [C-]#N, CCO, FC(F)(F)c1ccc(CBr)c(C(F)(F)F)c1, [Na+], O=P([O-])([O-])[O-]. The product is N#Cc1ccc(C(F)(F)F)cc1C(F)(F)F. RXN SMILES: [C-:6]#[N:7].[CH3:25][CH2:26][OH:27].[F:9][C:10]([c:11]1[c:12]([CH2:13][Br:14])[cH:15][cH:16][c:17]([C:19]([F:20])([F:21])[F:22])[cH:18]1)([F:23])[F:24].[Na+:8].[O-:1][P:2](=[O:3])([O-:4])[O-:5]>>[N:7]#[C:13][c:12]1[c:11]([C:10]([F:9])([F:23])[F:24])[cH:18][c:17]([C:19]([F:20])([F:21])[F:22])[cH:16][cH:15]1. Starting materials: CN(CCNC1=CC=C(C=C1)[N+](=O)[O-])C (4-(2-dimethylamino-ethylamino)-nitrobenzene), C(C1=CN=CC=C1)(=O)Cl (nicotinic acid chloride). The product is CN(CCN(C(=O)C=1C=NC=CC1)C1=CC=C(C=C1)[N+](=O)[O-])C (4-[N-(2-dimethylamino-ethyl)N-(pyridine-3-carbonyl)-amino]-nitrobenzene). RXN SMILES: [CH3:1][N:2]([CH3:15])[CH2:3][CH2:4][NH:5][C:6]1[CH:11]=[CH:10][C:9]([N+:12]([O-:14])=[O:13])=[CH:8][CH:7]=1.[C:16](Cl)(=[O:23])[C:17]1[CH:22]=[CH:21][CH:20]=[N:19][CH:18]=1>>[CH3:1][N:2]([CH3:15])[CH2:3][CH2:4][N:5]([C:6]1[CH:11]=[CH:10][C:9]([N+:12]([O-:14])=[O:13])=[CH:8][CH:7]=1)[C:16]([C:17]1[CH:18]=[N:19][CH:20]=[CH:21][CH:22]=1)=[O:23]. Procedure: Prepared from 4-(2-dimethylamino-ethylamino)-nitrobenzene and nicotinic acid chloride Reaction SMILES: [CH3:1][N:2]([CH3:19])[S:3]([CH2:6][C:7]1[CH:12]=[CH:11][CH:10]=[CH:9][C:8]=1[S:13]([N:16]=[C:17]=[O:18])(=[O:15])=[O:14])(=[O:5])=[O:4].[NH2:20][C:21]1[N:26]=[C:25]([O:27][CH3:28])[CH:24]=[C:23]([O:29][CH3:30])[N:22]=1.C1N2CCN(CC2)C1>C(#N)C>[CH3:1][N:2]([CH3:19])[S:3]([CH2:6][C:7]1[CH:12]=[CH:11][CH:10]=[CH:9][C:8]=1[S:13]([NH:16][C:17]([NH:20][C:21]1[N:22]=[C:23]([O:29][CH3:30])[CH:24]=[C:25]([O:27][CH3:28])[N:26]=1)=[O:18])(=[O:14])=[O:15])(=[O:4])=[O:5]. Solvent: C(C)#N (acetonitrile). Reported procedure: A mixture of 2.6 g of the product of Example 5, 0.9 g of 2-amino-4,6-dimethoxypyrimidine and a few crystals of DABCO in 15 ml of dry acetonitrile was heated at 50°-55° for 1 hour under a nitrogen atmosphere, then stirred overnight at room temperature. The precipitate was filtered off, washed with acetonitrile and dried to give 2.1 g of 2-[(dimethylamino)sulfonylmethyl]-N-[(4,6-dimethoxypyrimidin-2-yl)aminocarbonyl]benzenesulfonamide, m.p. 172°-176°. Yields the product CN(S(=O)(=O)CC1=C(C=CC=C1)S(=O)(=O)NC(=O)NC1=NC(=CC(=N1)OC)OC)C (2-[(dimethylamino)sulfonylmethyl]-N-[(4,6-dimethoxypyrimidin-2-yl)aminocarbonyl]benzenesulfonamide). Reactants: CN(S(=O)(=O)CC1=C(C=CC=C1)S(=O)(=O)N=C=O)C (2-[(dimethylamino)sulfonylmethyl]benzenesulfonyl isocyanate), NC1=NC(=CC(=N1)OC)OC (2-amino-4,6-dimethoxypyrimidine), C1CN2CCN1CC2 (DABCO). Reaction conditions: time 8 hour. Yield: 78.8%. As a reaction SMILES: [CH2:1]([CH2:2][CH2:3][CH3:4])[NH2:5].[CH3:30][OH:31].[CH:32]([Cl:33])([Cl:34])[Cl:35].[Cl:6][c:7]1[cH:8][c:9]2[cH:10][c:11]([C:16](=[O:17])[NH:18][CH:19]([C:20](=[O:21])[OH:22])[CH2:23][c:24]3[cH:25][cH:26][cH:27][cH:28][cH:29]3)[nH:12][c:13]2[cH:14][cH:15]1>>[CH2:1]([CH2:2][CH2:3][CH3:4])[NH:5][C:20]([CH:19]([NH:18][C:16]([c:11]1[cH:10][c:9]2[cH:8][c:7]([Cl:6])[cH:15][cH:14][c:13]2[nH:12]1)=[O:17])[CH2:23][c:24]1[cH:25][cH:26][cH:27][cH:28][cH:29]1)=[O:21]. The product is CCCCNC(=O)C(Cc1ccccc1)NC(=O)c1cc2cc(Cl)ccc2[nH]1. Reactants: CCCCN, CO, ClC(Cl)Cl, O=C(NC(Cc1ccccc1)C(=O)O)c1cc2cc(Cl)ccc2[nH]1. The reactants are SC1=C(CO)C=C(C=C1)[N+](=O)[O-] (2-Mercapto-5-nitrobenzyl alcohol), N1=C(C=CC=C1)CCC1NCCC(C1)=O (2-(2'-pyridylethyl]-4-piperidone). Solvent: C(Cl)(Cl)Cl (CHCl3). Reaction conditions: temperature 25 celsius, time 2 day. Product: [N+](=O)([O-])C=1C=CC2=C(COC3(CCN(CC3)CCC3=NC=CC=C3)S2)C1 (6-Nitro-1'-(2-(2-pyridyl)ethyl)-spiro[4H-3,1-Benzoxathiin-2,4'-piperidine]). As a reaction SMILES: [SH:1][C:2]1[CH:9]=[CH:8][C:7]([N+:10]([O-:12])=[O:11])=[CH:6][C:3]=1[CH2:4][OH:5].N1C=CC=CC=1[CH2:19][CH2:20][CH:21]1[CH2:26][C:25](=O)[CH2:24][CH2:23][NH:22]1>C(Cl)(Cl)Cl>[N+:10]([C:7]1[CH:8]=[CH:9][C:2]2[S:1][C:25]3([CH2:24][CH2:23][N:22]([CH2:19][CH2:20][C:21]4[CH:26]=[CH:25][CH:24]=[CH:23][N:22]=4)[CH2:21][CH2:26]3)[O:5][CH2:4][C:3]=2[CH:6]=1)([O-:12])=[O:11]. Procedure: 2-Mercapto-5-nitrobenzyl alcohol (150 mg, 0.81 mmol) and 208 mg (0.80 mm) of N-[2-(2'-pyridylethyl]-4-piperidone was dissolved in 5 mL of CHCl3. HCl Gas was bubbled in to saturate the solution, the mixture stirred at 25° C. for 2 days, then diluted with water and the pH adjusted to 10.0 with 40% aqueous NaOH. Extraction with CHCl3 and drying the organic phase (Na2SO4) gave after concentration and recrystallization from ethyl acetate 75 mg of an orange solid.